Dataset: the Open Reaction Database (ORD), a public repository of structured organic reaction records. Task: describe an organic reaction: reactants, conditions, products, and yield Reactants: [Si](C1=CC=CC=C1)(C1=CC=CC=C1)(C(C)(C)C)OCC=1C=C(C=CC1)C#CCCCCO (6-[3-(t-Butyldiphenylsilyloxymethyl)-phenyl]-hex-5-ynol). Reagents/catalysts: [Pd] (Pd on Carbon). Run in C(C)(=O)OCC (ethyl acetate). Conditions: time 17 hour. Product: [Si](C1=CC=CC=C1)(C1=CC=CC=C1)(C(C)(C)C)OCC=1C=C(C=CC1)CCCCCCO (6-[3-(t-Butyldiphenylsilyloxymethyl)-phenyl]-hexanol). Isolated yield 660.4%. RXN SMILES: [Si:1]([O:18][CH2:19][C:20]1[CH:21]=[C:22]([C:26]#[C:27][CH2:28][CH2:29][CH2:30][CH2:31][OH:32])[CH:23]=[CH:24][CH:25]=1)([C:14]([CH3:17])([CH3:16])[CH3:15])([C:8]1[CH:13]=[CH:12][CH:11]=[CH:10][CH:9]=1)[C:2]1[CH:7]=[CH:6][CH:5]=[CH:4][CH:3]=1>C(OCC)(=O)C.[Pd]>[Si:1]([O:18][CH2:19][C:20]1[CH:21]=[C:22]([CH2:26][CH2:27][CH2:28][CH2:29][CH2:30][CH2:31][OH:32])[CH:23]=[CH:24][CH:25]=1)([C:14]([CH3:15])([CH3:16])[CH3:17])([C:8]1[CH:13]=[CH:12][CH:11]=[CH:10][CH:9]=1)[C:2]1[CH:3]=[CH:4][CH:5]=[CH:6][CH:7]=1. Procedure: To a solution of 6-[3-(t-Butyldiphenylsilyloxymethyl)-phenyl]-hex-5-ynol (880 mg, 2 mmol) in ethyl acetate (10 mL) is added Pd on Carbon (120 mg, 10% Pd by wt.). The mixture is stirred under a hydrogen atmosphere for 17 h, purged with argon filtered through celite concentrated to give the title compound (5.9 g) as an oil. MS (EI) 389 (M−tBu)+.